Dataset: the Open Reaction Database (ORD), a public repository of structured organic reaction records. Task: describe an organic reaction: reactants, conditions, products, and yield The reactants are CN1CCN(C(=O)OCc2ccccc2)CC1=O, O=CC(Cc1ccccc1)N(Cc1ccccc1)Cc1ccccc1, C1CCOC1, C[Si](C)(C)[N-][Si](C)(C)C, [Li+]. The product is CN1CCN(C(=O)OCc2ccccc2)C(C(O)C(Cc2ccccc2)N(Cc2ccccc2)Cc2ccccc2)C1=O. RXN SMILES: [CH2:1]([c:2]1[cH:3][cH:4][cH:5][cH:6][cH:7]1)[O:8][C:9](=[O:10])[N:11]1[CH2:12][C:13](=[O:18])[N:14]([CH3:17])[CH2:15][CH2:16]1.[CH2:29]([c:30]1[cH:31][cH:32][cH:33][cH:34][cH:35]1)[N:36]([CH:37]([CH:38]=[O:39])[CH2:40][c:41]1[cH:42][cH:43][cH:44][cH:45][cH:46]1)[CH2:47][c:48]1[cH:49][cH:50][cH:51][cH:52][cH:53]1.[CH2:54]1[O:55][CH2:56][CH2:57][CH2:58]1.[CH3:19][Si:20]([N-:21][Si:22]([CH3:23])([CH3:24])[CH3:25])([CH3:26])[CH3:27].[Li+:28]>>[CH2:1]([c:2]1[cH:3][cH:4][cH:5][cH:6][cH:7]1)[O:8][C:9](=[O:10])[N:11]1[CH:12]([CH:38]([CH:37]([N:36]([CH2:29][c:30]2[cH:31][cH:32][cH:33][cH:34][cH:35]2)[CH2:47][c:48]2[cH:49][cH:50][cH:51][cH:52][cH:53]2)[CH2:40][c:41]2[cH:42][cH:43][cH:44][cH:45][cH:46]2)[OH:39])[C:13](=[O:18])[N:14]([CH3:17])[CH2:15][CH2:16]1. The reactants are COC(=O)n1ncc2c(NC(=O)NC3CCOc4cc(C(F)(F)F)ccc43)cccc21, COC(=O)n1ncc2c(NC(=O)NC3CCOc4cc(C(C)(C)C)ccc43)cccc21. The product is O=C(Nc1cccc2[nH]ncc12)NC1CCOc2cc(C(F)(F)F)ccc21. RXN SMILES: [CH3:1][O:2][C:3](=[O:4])[n:5]1[n:6][cH:7][c:8]2[c:9]([NH:14][C:15](=[O:16])[NH:17][CH:18]3[CH2:19][CH2:20][O:21][c:22]4[cH:23][c:24]([C:28]([F:29])([F:30])[F:31])[cH:25][cH:26][c:27]43)[cH:10][cH:11][cH:12][c:13]12.[CH3:32][O:33][C:34]([n:35]1[c:36]2[c:37]([c:38]([NH:39][C:40]([NH:41][CH:42]3[c:43]4[c:44]([cH:45][c:46]([C:47]([CH3:48])([CH3:49])[CH3:50])[cH:51][cH:52]4)[O:53][CH2:54][CH2:55]3)=[O:56])[cH:57][cH:58][cH:59]2)[cH:60][n:61]1)=[O:62]>>[nH:5]1[n:6][cH:7][c:8]2[c:9]([NH:14][C:15](=[O:16])[NH:17][CH:18]3[CH2:19][CH2:20][O:21][c:22]4[cH:23][c:24]([C:28]([F:29])([F:30])[F:31])[cH:25][cH:26][c:27]43)[cH:10][cH:11][cH:12][c:13]12. Reactants: CC(C)OP(OC(C)C)(=O)COCCCl (Di-(2-propyl)-2-chloroethoxymethylphosphonate), CSC1=C2C(=NC(=N1)SC)NN=C2 (4,6-bismethylmercapto-pyrazolo[3,4-d]pyrimidine), C1CCC2=NCCCN2CC1 (DBU), phosphate ester, CS(=O)(=O)C (methy sulfone), Br[Si](C)(C)C (bromotrimethylsilane), N (ammonia), ClC1=CC(=CC=C1)C(=O)OO (m-chloroperbenzoic acid), 4-methymercapto, monoester, [OH-].[Na+] (sodium hydroxide). Reagents/catalysts: [Pd] (palladium(0)). Product: N1N=CC=2C1=NC=NC2 (pyrazolo[3,4-d]pyrimidine). As a reaction SMILES: CC(OP(COCCCl)(=O)OC(C)C)C.CS[C:18]1[N:23]=[C:22](SC)[N:21]=[C:20]2[NH:26][N:27]=[CH:28][C:19]=12.C1CCN2C(=NCCC2)CC1.[OH-].[Na+].ClC1C=CC=C(C(OO)=O)C=1.CS(C)(=O)=O.N.Br[Si](C)(C)C>[Pd]>[NH:26]1[C:20]2=[N:21][CH:22]=[N:23][CH:18]=[C:19]2[CH:28]=[N:27]1 |f:3.4|. Procedure: Di-(2-propyl)-2-chloroethoxymethylphosphonate is reacted with 4,6-bismethylmercapto-pyrazolo[3,4-d]pyrimidine (Tetrahedron, 1967, 23: 891) in the presence of DBU to effect attachment at the pyrazole ring nitrogen(s). Displacement of the 4-methymercapto functionality and concommitant monoester hydrolysis is then effected using aqueous sodium hydroxide. Displacement of the remaining 6-methymercapto group is accomplished (after initial oxidation with m-chloroperbenzoic acid to the intermediate meth... Reactants: COc1ccc(CN(C(=O)OC(C)(C)C)c2ccc(C=O)c(F)n2)cc1, CC(C)[Mg+], [Cl-], CC(C)[Si](C(C)C)(C(C)C)n1cc(I)c2cncnc21, C1CCOC1. Yields the product COc1ccc(CN(C(=O)OC(C)(C)C)c2ccc(C(O)c3cn([Si](C(C)C)(C(C)C)C(C)C)c4ncncc34)c(F)n2)cc1. RXN SMILES: [C:26]([CH3:27])([CH3:28])([CH3:29])[O:30][C:31]([N:32]([CH2:33][c:34]1[cH:35][cH:36][c:37]([O:40][CH3:41])[cH:38][cH:39]1)[c:42]1[n:43][c:44]([F:50])[c:45]([CH:48]=[O:49])[cH:46][cH:47]1)=[O:51].[CH:22]([Mg+:23])([CH3:24])[CH3:25].[Cl-:21].[I:1][c:2]1[cH:3][n:4]([Si:11]([CH:12]([CH3:13])[CH3:14])([CH:15]([CH3:16])[CH3:17])[CH:18]([CH3:19])[CH3:20])[c:5]2[n:6][cH:7][n:8][cH:9][c:10]12.[O:52]1[CH2:53][CH2:54][CH2:55][CH2:56]1>>[c:2]1([CH:48]([c:45]2[c:44]([F:50])[n:43][c:42]([N:32]([C:31]([O:30][C:26]([CH3:27])([CH3:28])[CH3:29])=[O:51])[CH2:33][c:34]3[cH:35][cH:36][c:37]([O:40][CH3:41])[cH:38][cH:39]3)[cH:47][cH:46]2)[OH:49])[cH:3][n:4]([Si:11]([CH:12]([CH3:13])[CH3:14])([CH:15]([CH3:16])[CH3:17])[CH:18]([CH3:19])[CH3:20])[c:5]2[n:6][cH:7][n:8][cH:9][c:10]12. The reactants are Cc1c(CN2CCN(c3nccnc3-c3ccc(CO)cc3)CC2)cnn1C, CN(C)C=O, CC#N, CNC(=O)CCl, Cl, [H-], [Na+], O. The product is CNC(=O)COCc1ccc(-c2nccnc2N2CCN(Cc3cnn(C)c3C)CC2)cc1, Cl. As a reaction SMILES: [CH3:1][n:2]1[n:3][cH:4][c:5]([CH2:8][N:9]2[CH2:10][CH2:11][N:12]([c:15]3[n:16][cH:17][cH:18][n:19][c:20]3-[c:21]3[cH:22][cH:23][c:24]([CH2:27][OH:28])[cH:25][cH:26]3)[CH2:13][CH2:14]2)[c:6]1[CH3:7].[CH3:38][N:39]([CH3:40])[CH:41]=[O:42].[CH3:43][C:44]#[N:45].[Cl:31][CH2:32][C:33](=[O:34])[NH:35][CH3:36].[ClH:37].[H-:29].[Na+:30].[OH2:46]>>[CH3:1][n:2]1[n:3][cH:4][c:5]([CH2:8][N:9]2[CH2:10][CH2:11][N:12]([c:15]3[n:16][cH:17][cH:18][n:19][c:20]3-[c:21]3[cH:22][cH:23][c:24]([CH2:27][O:28][CH2:32][C:33](=[O:34])[NH:35][CH3:36])[cH:25][cH:26]3)[CH2:13][CH2:14]2)[c:6]1[CH3:7].[ClH:31]. Reactants: C=CC(=O)OCC, CCO, CCOC(=O)CC(C)N. Yields the product CCOC(=O)CCNC(C)CC(=O)OCC. Reaction SMILES: [C:10]([CH:11]=[CH2:12])(=[O:13])[O:14][CH2:15][CH3:16].[CH3:17][CH2:18][OH:19].[NH2:1][CH:2]([CH2:3][C:4](=[O:5])[O:6][CH2:7][CH3:8])[CH3:9]>>[NH:1]([CH:2]([CH2:3][C:4](=[O:5])[O:6][CH2:7][CH3:8])[CH3:9])[CH2:12][CH2:11][C:10](=[O:13])[O:14][CH2:15][CH3:16].